Task: describe an organic reaction: reactants, conditions, products, and yield. Dataset: the Open Reaction Database (ORD), a public repository of structured organic reaction records The reactants are Cl.C(C1=CC=CC=C1)OC1=C2CCCC(C2=CC=C1)C(=O)N(CC=1C=NNC1)C=1C=NC(=CC1)C(C)C (5-benzyloxy-N-(6-isopropylpyridin-3-yl)-N-[(pyrazol-4-yl)methyl]-1,2,3,4-tetrahydronaphthalene-1-carboxamide hydrochloride), ClC1=CC=C(CCl)C=C1 (4-chlorobenzyl chloride). Procedure: By the reaction and treatment in the same manner as in Example 271 using 5-benzyloxy-N-(6-isopropylpyridin-3-yl)-N-[(pyrazol-4-yl)methyl]-1,2,3,4-tetrahydronaphthalene-1-carboxamide hydrochloride (0.78 g) and 4-chlorobenzyl chloride (0.48 g) as starting materials, 5-benzyloxy-N-({1-[(4-chlorophenyl)methyl]pyrazol-4-yl}methyl)-N-(6-isopropylpyridin-3-yl)-1,2,3,4-tetrahydronaphthalene-1-carboxamide (0.76 g) was obtained. RXN SMILES: Cl.[CH2:2]([O:9][C:10]1[CH:19]=[CH:18][CH:17]=[C:16]2[C:11]=1[CH2:12][CH2:13][CH2:14][CH:15]2[C:20]([N:22]([C:29]1[CH:30]=[N:31][C:32]([CH:35]([CH3:37])[CH3:36])=[CH:33][CH:34]=1)[CH2:23][C:24]1[CH:25]=[N:26][NH:27][CH:28]=1)=[O:21])[C:3]1[CH:8]=[CH:7][CH:6]=[CH:5][CH:4]=1.[Cl:38][C:39]1[CH:46]=[CH:45][C:42]([CH2:43]Cl)=[CH:41][CH:40]=1>>[CH2:2]([O:9][C:10]1[CH:19]=[CH:18][CH:17]=[C:16]2[C:11]=1[CH2:12][CH2:13][CH2:14][CH:15]2[C:20]([N:22]([CH2:23][C:24]1[CH:25]=[N:26][N:27]([CH2:43][C:42]2[CH:45]=[CH:46][C:39]([Cl:38])=[CH:40][CH:41]=2)[CH:28]=1)[C:29]1[CH:30]=[N:31][C:32]([CH:35]([CH3:37])[CH3:36])=[CH:33][CH:34]=1)=[O:21])[C:3]1[CH:8]=[CH:7][CH:6]=[CH:5][CH:4]=1 |f:0.1|. Yield: 83.3%. The product is C(C1=CC=CC=C1)OC1=C2CCCC(C2=CC=C1)C(=O)N(C=1C=NC(=CC1)C(C)C)CC=1C=NN(C1)CC1=CC=C(C=C1)Cl (5-benzyloxy-N-({1-[(4-chlorophenyl)methyl]pyrazol-4-yl}methyl)-N-(6-isopropylpyridin-3-yl)-1,2,3,4-tetrahydronaphthalene-1-carboxamide). Reactants: O=C1CCC(=O)N1Br, O=C(c1ccccc1)c1ccccc1-c1ccc(CBr)cc1, O=C(OOC(=O)c1ccccc1)c1ccccc1, Cc1ccc(C(=O)c2ccccc2)cc1, CC#N. Product: O=C(c1ccccc1)c1ccc(CBr)cc1. Reaction SMILES: [Br:16][N:17]1[C:18](=[O:19])[CH2:20][CH2:21][C:22]1=[O:23].[Br:42][CH2:43][c:44]1[cH:45][cH:46][c:47](-[c:48]2[cH:49][cH:50][cH:51][cH:52][c:53]2[C:54]([c:55]2[cH:56][cH:57][cH:58][cH:59][cH:60]2)=[O:61])[cH:62][cH:63]1.[C:24]([O:25][O:26][C:27](=[O:28])[c:29]1[cH:30][cH:31][cH:32][cH:33][cH:34]1)(=[O:35])[c:36]1[cH:37][cH:38][cH:39][cH:40][cH:41]1.[CH3:1][c:2]1[cH:3][cH:4][c:5]([C:6](=[O:7])[c:8]2[cH:9][cH:10][cH:11][cH:12][cH:13]2)[cH:14][cH:15]1.[CH3:64][C:65]#[N:66]>>[CH2:1]([c:2]1[cH:3][cH:4][c:5]([C:6](=[O:7])[c:8]2[cH:9][cH:10][cH:11][cH:12][cH:13]2)[cH:14][cH:15]1)[Br:16]. Procedure details: The title compound was prepared according to the procedures of Example 38E, substituting compound 76 with compound 96 (0.039 g, 0.0985 mmol) and 3-hydroxypyrrolidine with 1-acetylpiperazine. A yellow solid 104 was obtained (0.0197 g, 41%). 1H-NMR (CDCl3, 400 MHz) δ 2.17 (s, 3H), 3.68-3.72 (m, 2H), 3.73-3.78 (m, 2H), 3.82-3.89 (m, 2H), 3.83 (s, 3H), 3.94-3.99 (m, 2H), 6.95 (s, 1H), 7.00-7.05 (m, 3H), 7.07 (d, J=8.4 Hz, 1H), 7.45-7.52 (m, 3H), 7.86 (s, 1H), 8.29 (d, J=6.2 Hz, 1H), MS (APCI) m/z 48... Starting materials: C(C)(=O)N1CCNCC1 (1-acetylpiperazine), ClC1=NC=CC(=C1)C1=CC(=C(C=C1)SC1=C(C=CC=C1)OC)C(F)(F)F (2-chloro-4-(4-(2-methoxy-phenylsulfanyl)-3-trifluoromethyl-phenyl)-pyridine), OC1CNCC1 (3-hydroxypyrrolidine). As a reaction SMILES: Cl[C:2]1[CH:7]=[C:6]([C:8]2[CH:13]=[CH:12][C:11]([S:14][C:15]3[CH:20]=[CH:19][CH:18]=[CH:17][C:16]=3[O:21][CH3:22])=[C:10]([C:23]([F:26])([F:25])[F:24])[CH:9]=2)[CH:5]=[CH:4][N:3]=1.OC1CCNC1.[C:33]([N:36]1[CH2:41][CH2:40][NH:39][CH2:38][CH2:37]1)(=[O:35])[CH3:34]>>[CH3:22][O:21][C:16]1[CH:17]=[CH:18][CH:19]=[CH:20][C:15]=1[S:14][C:11]1[CH:12]=[CH:13][C:8]([C:6]2[CH:5]=[CH:4][N:3]=[C:2]([N:39]3[CH2:40][CH2:41][N:36]([C:33](=[O:35])[CH3:34])[CH2:37][CH2:38]3)[CH:7]=2)=[CH:9][C:10]=1[C:23]([F:26])([F:25])[F:24]. Yields the product title compound, COC1=C(C=CC=C1)SC1=C(C=C(C=C1)C1=CC(=NC=C1)N1CCN(CC1)C(C)=O)C(F)(F)F (1-(4-(4-(4-(2-Methoxy-phenylsulfanyl)-3-trifluoromethyl-phenyl)-pyridin-2-yl)-piperazin-1-yl)-ethanone). The reactants are Cl, CC(C)(C)OC(=O)N1CCC(Cc2n[nH]c(=O)n2-c2ccc(-c3ccc4cccnc4c3)cc2)C1, C1COCCO1. The product is Cl, O=c1[nH]nc(CC2CCNC2)n1-c1ccc(-c2ccc3cccnc3c2)cc1. Reaction SMILES: [ClH:36].[O:1]=[c:2]1[n:3](-[c:20]2[cH:21][cH:22][c:23](-[c:26]3[cH:27][cH:28][c:29]4[cH:30][cH:31][cH:32][n:33][c:34]4[cH:35]3)[cH:24][cH:25]2)[c:4]([CH2:7][CH:8]2[CH2:9][N:10]([C:13]([O:14][C:15]([CH3:16])([CH3:17])[CH3:18])=[O:19])[CH2:11][CH2:12]2)[n:5][nH:6]1.[O:37]1[CH2:38][CH2:39][O:40][CH2:41][CH2:42]1>>[ClH:36].[O:1]=[c:2]1[n:3](-[c:20]2[cH:21][cH:22][c:23](-[c:26]3[cH:27][cH:28][c:29]4[cH:30][cH:31][cH:32][n:33][c:34]4[cH:35]3)[cH:24][cH:25]2)[c:4]([CH2:7][CH:8]2[CH2:9][NH:10][CH2:11][CH2:12]2)[n:5][nH:6]1. The reactants are solution, C[O-].[Na+] (sodium methylate), CO (methanol), C1=CC=C(C(=C1)C#N)C#N (o-phthalodinitrile), CO (methanol). Run at temperature 20 celsius, time 16 hour. Yields the product COC1(NC(C2=CC=CC=C12)=N)OC (1,1-dimethoxy-3-iminoisoindoline). RXN SMILES: [CH:1]1[CH:6]=[C:5]([C:7]#[N:8])[C:4]([C:9]#[N:10])=[CH:3][CH:2]=1.[CH3:11][O-:12].[Na+].[CH3:14][OH:15]>>[CH3:11][O:12][C:7]1([O:15][CH3:14])[C:5]2[C:4](=[CH:3][CH:2]=[CH:1][CH:6]=2)[C:9](=[NH:10])[NH:8]1 |f:1.2|. Procedure details: 25.6 parts of o-phthalodinitrile (0.2 mol) are stirred into 200 parts of methanol. 4.5 parts of a 30% solution of sodium methylate in methanol (0.025 mol) are added at 20° C. and the mixture is stirred for 16 hours at 20° C. to give a solution of 1,1-dimethoxy-3-iminoisoindoline. Starting materials: FC=1C=C2C(C(=CN(C2=C(C1F)F)C1=CC=CC=C1)C(=O)O)=O (6,7,8-trifluoro-1,4-dihydro-4-oxo-1-phenyl-3-quinolinecarboxylic acid), 1,8-diazobicyclo[5.4.0]undec-7-ene, C(C)NCC1CNCC1 (3-[(ethylamino)methyl]-pyrrolidine). Run in C(C)#N (acetonitrile). Run at time 8 hour. Product: FC=1C=C2C(C(=CN(C2=C(C1)F)C1=CC=CC=C1)C(=O)O)=O (6,8-difluoro-1,4-dihydro-4-oxo-1-phenyl-3-quinolinecarboxylic acid). Reaction SMILES: [F:1][C:2]1[CH:3]=[C:4]2[C:9](=[C:10]([F:13])[C:11]=1F)[N:8]([C:14]1[CH:19]=[CH:18][CH:17]=[CH:16][CH:15]=1)[CH:7]=[C:6]([C:20]([OH:22])=[O:21])[C:5]2=[O:23].C(NCC1CCNC1)C>C(#N)C>[F:1][C:2]1[CH:3]=[C:4]2[C:9](=[C:10]([F:13])[CH:11]=1)[N:8]([C:14]1[CH:19]=[CH:18][CH:17]=[CH:16][CH:15]=1)[CH:7]=[C:6]([C:20]([OH:22])=[O:21])[C:5]2=[O:23]. Procedure details: To 0.88 g (2.75 mmol) of the 6,7,8-trifluoro-1,4-dihydro-4-oxo-1-phenyl-3-quinolinecarboxylic acid in 15 ml of acetonitrile was added 0.418 g (1.05 equivalents) of 1,8-diazobicyclo[5.4.0]undec-7-ene and 0.32 g (1.0 equivalent) of 3-[(ethylamino)methyl]-pyrrolidine. The reaction was refluxed for one hour and was stirred overnight at room temperature. The mixture was filtered to give 0.75 g of 7-[3-(ethylamino)methyl]-1-pyrrolidinyl]-6,8-difluoro-1,4-dihydro-4-oxo-1-phenyl-3-quinolinecarboxylic ac...